Dataset: the Open Reaction Database (ORD), a public repository of structured organic reaction records. Task: describe an organic reaction: reactants, conditions, products, and yield Reactants: [OH-].[Li+] (lithium hydroxide), C(C1=CC=CC=C1)OCC(C#C[C@H](CCC(F)(F)F)N1[C@@H](C[C@@H](CC1)CC(=O)OC)C1=CC=C(C=C1)C(F)(F)F)C (Methyl {(2S,4R)-1-[(1S)-5-(benzyloxy)-4-methyl-1-(3,3,3-trifluoropropyl)pent-2-yn-1-yl]-2-[4-(trifluoromethyl)phenyl]piperidin-4-yl}acetate), C(=O)(O)[O-].[Na+] (NaHCO3), Cl (HCl). The solvent is O (water), C1CCOC1 (THF). Product: C(C1=CC=CC=C1)OC[C@@H](C#C[C@H](CCC(F)(F)F)N1[C@@H](C[C@@H](CC1)CC(=O)O)C1=CC=C(C=C1)C(F)(F)F)C ({(2S,4R)-1-[(1S,4R)-5-(Benzyloxy)-4-methyl-1-(3,3,3-trifluoropropyl)pent-2-yn-1-yl]-2-[4-(trifluoromethyl)phenyl]piperidin-4-yl}acetic acid). Isolated yield 97.4%. RXN SMILES: [OH-].[Li+].[CH2:3]([O:10][CH2:11][CH:12]([CH3:43])[C:13]#[C:14][C@@H:15]([N:22]1[CH2:27][CH2:26][C@@H:25]([CH2:28][C:29]([O:31]C)=[O:30])[CH2:24][C@H:23]1[C:33]1[CH:38]=[CH:37][C:36]([C:39]([F:42])([F:41])[F:40])=[CH:35][CH:34]=1)[CH2:16][CH2:17][C:18]([F:21])([F:20])[F:19])[C:4]1[CH:9]=[CH:8][CH:7]=[CH:6][CH:5]=1.Cl.C([O-])(O)=O.[Na+]>O.C1COCC1>[CH2:3]([O:10][CH2:11][C@H:12]([CH3:43])[C:13]#[C:14][C@@H:15]([N:22]1[CH2:27][CH2:26][C@@H:25]([CH2:28][C:29]([OH:31])=[O:30])[CH2:24][C@H:23]1[C:33]1[CH:38]=[CH:37][C:36]([C:39]([F:42])([F:40])[F:41])=[CH:35][CH:34]=1)[CH2:16][CH2:17][C:18]([F:21])([F:20])[F:19])[C:4]1[CH:9]=[CH:8][CH:7]=[CH:6][CH:5]=1 |f:0.1,4.5|. Reported procedure: A solution of lithium hydroxide (19.7 mg, 0.822 mmol) in water (1 ml) was added to a stirred solution of the ester (Step 3, 96 mg, 0.164 mmol) in THF (2 ml) at RT. The mixture was stirred at RT o/n. 2N HCl (1 ml) was added The pH of the aqueous layer was adjusted to 7 with NaHCO3 (aq). The aqueous layer was extracted with DCM (×3). The combined extracts were dried (Na2SO4), filtered and evaporated. The residue was purified by chromatography (silica, 2-5% MeOH/DCM) to give the acid (91 mg) as a c...